Dataset: the Open Reaction Database (ORD), a public repository of structured organic reaction records. Task: describe an organic reaction: reactants, conditions, products, and yield Reactants: ( 3 ), [OH-].[Na+] (sodium hydroxide), C(C1=CC=CC=C1)O (benzyl alcohol), ClC1=NC(=C2N=CN(C2=N1)CC)N (2-chloro-9-ethyl-9H-purin-6-ylamine). Run at temperature 85 celsius. Product: C(C1=CC=CC=C1)OC1=NC(=C2N=CN(C2=N1)CC)N (2-benzyloxy-9-ethyl-9H-purin-6-ylamine). Reaction SMILES: Cl[C:2]1[N:10]=[C:9]2[C:5]([N:6]=[CH:7][N:8]2[CH2:11][CH3:12])=[C:4]([NH2:13])[N:3]=1.[OH-].[Na+].[CH2:16]([OH:23])[C:17]1[CH:22]=[CH:21][CH:20]=[CH:19][CH:18]=1>>[CH2:16]([O:23][C:2]1[N:10]=[C:9]2[C:5]([N:6]=[CH:7][N:8]2[CH2:11][CH3:12])=[C:4]([NH2:13])[N:3]=1)[C:17]1[CH:22]=[CH:21][CH:20]=[CH:19][CH:18]=1 |f:1.2|. Reported procedure: To a mixture of 2-chloro-9-ethyl-9H-purin-6-ylamine (0.2 g, 1.01 mmol), a compound of formula (3), and dry sodium hydroxide (5 mmol) was added benzyl alcohol (9.0 mmol). This mixture was heated at 85° C. for 3 hours. The solvent was then removed under reduced pressure and the residue was neutralized with 2N HCl and extracted with CHCl3. The organic layer was dried (Na2SO4) and concentrated in vacuo. The residue was chromatographed on a silica gel column eluting with a mixture of ethyl acetate/cy...